This data is from the Open Reaction Database (ORD), a public repository of structured organic reaction records. The task is: describe an organic reaction: reactants, conditions, products, and yield Starting materials: FC(C(=O)O)(F)F (Trifluoroacetic acid), C(C)[SiH](CC)CC (triethylsilane), C1(=CC=CC=C1)C (Toluene), OC1(CCN(CC1)C(=O)OCC)C1=C(C=CC=C1)SC1=CC=C(C=C1)C (Ethyl 4-hydroxy-4-(2-(4-tolylsulfanyl)phenyl)-piperidin-1-carboxylate). The solvent is O (water). Conditions: temperature 60 celsius. Product: C1(=CC=C(C=C1)SC1=C(C=CC=C1)C1CCN(CC1)C(=O)OCC)C (Ethyl 4-(2-(4-tolylsulfanyl)phenyl)-piperidin-1-carboxylate). Reaction SMILES: FC(F)(F)C(O)=O.C([SiH](CC)CC)C.O[C:16]1([C:27]2[CH:32]=[CH:31][CH:30]=[CH:29][C:28]=2[S:33][C:34]2[CH:39]=[CH:38][C:37]([CH3:40])=[CH:36][CH:35]=2)[CH2:21][CH2:20][N:19]([C:22]([O:24][CH2:25][CH3:26])=[O:23])[CH2:18][CH2:17]1.C1(C)C=CC=CC=1>O>[C:37]1([CH3:40])[CH:38]=[CH:39][C:34]([S:33][C:28]2[CH:29]=[CH:30][CH:31]=[CH:32][C:27]=2[CH:16]2[CH2:21][CH2:20][N:19]([C:22]([O:24][CH2:25][CH3:26])=[O:23])[CH2:18][CH2:17]2)=[CH:35][CH:36]=1. Reported procedure: Trifluoroacetic acid (2.8 kg, 24.9 mol) and triethylsilane (362 g, 3.1 mol) was charged in a reactor with an efficient stirrer. Ethyl 4-hydroxy-4-(2-(4-tolylsulfanyl)phenyl)-piperidin-1-carboxylate (462 g, 1.24 mol) was added via a powder funnel in portions. The reaction was slightly exothermic. The temperature rose to 50° C. After the addition was finalised the reaction mixture was warmed to 60° C. for 18 hours. The reaction mixture was cooled down to room temperature. Toluene (750 mL) and wate... Reactants: O.C1(=CC=C(C=C1)S(=O)(=O)O)C (Para-toluenesulfonic acid monohydrate), solution, BrCC(CO)(CO)CBr (2,2-bis(bromomethyl)propane-1,3-diol). Run in CC(=O)C.COC(C)(C)OC (acetone 2,2-dimethoxypropane). Reaction conditions: time 2 hour. Yields the product BrCC1(COC(OC1)(C)C)CBr (5,5-bis(bromomethyl)-2,2-dimethyl-1,3-dioxane). Reaction SMILES: O.[C:2]1(C)[CH:7]=CC(S(O)(=O)=O)=C[CH:3]=1.[Br:13][CH2:14][C:15]([CH2:20][Br:21])([CH2:18][OH:19])[CH2:16][OH:17]>CC(C)=O.COC(OC)(C)C>[Br:13][CH2:14][C:15]1([CH2:20][Br:21])[CH2:18][O:19][C:2]([CH3:7])([CH3:3])[O:17][CH2:16]1 |f:0.1,3.4|. Procedure details: Para-toluenesulfonic acid monohydrate (0.1 eq) was added at 0° C. to a 0.2M solution of 2,2-bis(bromomethyl)propane-1,3-diol in acetone/2,2-dimethoxypropane (10:1) and the solution was stirred for 2 h at RT. Filtration over a pad of neutral alumina with EtOAc afforded the title compound as a white solid after evaporation of the solvent in vacuo (quant). 1H NMR (300 MHz, CDCl3, 300 K) δ 3.80 (s, 4H), 3.58 (s, 4H), 1.42 (s, 6H). Reaction conditions: temperature 70 celsius, time 1 hour. The product is CC1=CC=C(S1)NC(CC(=O)OC)C(C)=O (Methyl 3-(5-methyl-2-thienylamino)-4-oxopentanoate). Isolated yield 25.0%. Reported procedure: A slurry of 19.3 g (0.136 mol) 5-methyl-2-thiophenecarboxylic acid in 200 mL of toluene was treated with 10.9 mL (0.15 mol) of thionyl chloride. The resulting mixture was heated to 70° C. for 16 h, then concentrated in vacuo. The resulting oil was added in portions to a solution of 25.0 g (0.136 mol) of b-methylaspartic acid hydrochloride in 80 mL of pyridine at 0° C. at a rate to maintain a temperature <10° C. After the addition was complete the solution was allowed to stir at 25° C. for 1 h, t... RXN SMILES: C[C:2]1[S:6][C:5]([C:7](O)=O)=[CH:4][CH:3]=1.S(Cl)(Cl)=O.Cl.CC(C(O)=O)[C@@H:17]([C:19]([OH:21])=O)[NH2:18].[C:25]([O:28][C:29](=[O:31])[CH3:30])(=O)C.Cl.[C:33]1(C)C=CC=CC=1>N1C=CC=CC=1>[CH3:7][C:5]1[S:6][C:2]([NH:18][CH:17]([C:19](=[O:21])[CH3:33])[CH2:30][C:29]([O:28][CH3:25])=[O:31])=[CH:3][CH:4]=1 |f:2.3|. Reactants: Cl.CC([C@H](N)C(=O)O)C(=O)O (b-methylaspartic acid hydrochloride), C(C)(=O)OC(C)=O (acetic anhydride), Cl (HCl), CC1=CC=C(S1)C(=O)O (5-methyl-2-thiophenecarboxylic acid), S(=O)(Cl)Cl (thionyl chloride), C1(=CC=CC=C1)C (toluene). Solvent: N1=CC=CC=C1 (pyridine).